The task is: describe an organic reaction: reactants, conditions, products, and yield. This data is from the Open Reaction Database (ORD), a public repository of structured organic reaction records. Starting materials: ClCCl, CC1(C)CON(Cc2ccc(N)cc2Cl)C1=O, O=C1OC(=O)c2ccccc21, C1CCOC1. Product: CC1(C)CON(Cc2ccc(NC(=O)c3ccccc3C(=O)O)cc2Cl)C1=O. Reaction SMILES: [CH2:34]([Cl:35])[Cl:36].[NH2:1][c:2]1[cH:3][c:4]([Cl:17])[c:5]([CH2:8][N:9]2[O:10][CH2:11][C:12]([CH3:15])([CH3:16])[C:13]2=[O:14])[cH:6][cH:7]1.[O:18]=[C:19]1[O:20][C:21](=[O:22])[c:23]2[cH:24][cH:25][cH:26][cH:27][c:28]21.[O:29]1[CH2:30][CH2:31][CH2:32][CH2:33]1>>[NH:1]([c:2]1[cH:3][c:4]([Cl:17])[c:5]([CH2:8][N:9]2[O:10][CH2:11][C:12]([CH3:15])([CH3:16])[C:13]2=[O:14])[cH:6][cH:7]1)[C:21](=[O:22])[c:23]1[cH:24][cH:25][cH:26][cH:27][c:28]1[C:19](=[O:18])[OH:20]. Starting materials: CC(C)C[AlH]CC(C)C, Cc1ccccc1, CCCCCCCC(C=CC1C(O)CC2OC(=O)CC21)OC1CCCCO1. RXN SMILES: [CH3:28][CH:29]([CH2:30][AlH:31][CH2:32][CH:33]([CH3:34])[CH3:35])[CH3:36].[CH3:37][c:38]1[cH:39][cH:40][cH:41][cH:42][cH:43]1.[OH:1][CH:2]1[CH:3]([CH:11]=[CH:12][CH:13]([CH2:14][CH2:15][CH2:16][CH2:17][CH2:18][CH2:19][CH3:20])[O:21][CH:22]2[O:23][CH2:24][CH2:25][CH2:26][CH2:27]2)[CH:4]2[CH2:5][C:6](=[O:10])[O:7][CH:8]2[CH2:9]1>>[OH:1][CH:2]1[CH:3]([CH:11]=[CH:12][CH:13]([CH2:14][CH2:15][CH2:16][CH2:17][CH2:18][CH2:19][CH3:20])[O:21][CH:22]2[O:23][CH2:24][CH2:25][CH2:26][CH2:27]2)[CH:4]2[CH2:5][CH:6]([OH:10])[O:7][CH:8]2[CH2:9]1. The product is CCCCCCCC(C=CC1C(O)CC2OC(O)CC21)OC1CCCCO1. The product is COC1=CC2=C(SC(=C2OC2=CC=C(C=C2)OC)C=O)C=C1OC (5,6-Dimethoxy-3-(4-methoxyphenoxy)benzo[b]thiophene-2-carbaldehyde). As a reaction SMILES: [H-].[Na+].Cl[C:4]1[C:5]2[CH:14]=[C:13]([O:15][CH3:16])[C:12]([O:17][CH3:18])=[CH:11][C:6]=2[S:7][C:8]=1[CH:9]=[O:10].[CH3:19][O:20][C:21]1[CH:26]=[CH:25][C:24]([OH:27])=[CH:23][CH:22]=1>CN(C)C=O>[CH3:16][O:15][C:13]1[C:12]([O:17][CH3:18])=[CH:11][C:6]2[S:7][C:8]([CH:9]=[O:10])=[C:4]([O:27][C:24]3[CH:25]=[CH:26][C:21]([O:20][CH3:19])=[CH:22][CH:23]=3)[C:5]=2[CH:14]=1 |f:0.1|. Starting materials: [H-].[Na+] (sodium hydride), ClC=1C2=C(SC1C=O)C=C(C(=C2)OC)OC (3-Chloro-5,6-dimethoxy-benzo[b]thiophene-2-carbaldehyde), COC1=CC=C(C=C1)O (4-methoxyphenol). Procedure details: 1.1 equivalents of sodium hydride and then 0.033 mol of the product obtained in Step D are added at room temperature and under an inert atmosphere to a solution of 0.036 mol of 4-methoxyphenol in 250 ml of dimethylformamide. After 12 hours' reaction, the reaction mixture is concentrated under reduced pressure. The residue is then diluted in ethyl acetate, washed with water and then with an aqueous NaCl solution, dried over calcium sulphate, filtered and concentrated under reduced pressure. Chrom... Run in CN(C=O)C (dimethylformamide). Starting materials: C(C)OC(=O)C1(CCNCC1)CCOC (4-(2-methoxy-ethyl)-piperidine-4-carboxylic acid ethyl ester), FC(OC1=C(C=CC=C1)S(=O)(=O)Cl)(F)F (2-trifluoromethoxy-benzenesulfonyl chloride), C(CCC)OC1=CC=C(N)C=C1 (4-butoxy-aniline). Yields the product C(CCC)OC1=CC=C(C=C1)N1C(C2(CC1)CCN(CC2)S(=O)(=O)C2=C(C=CC=C2)OC(F)(F)F)=O (2-(4-Butoxy-phenyl)-8-(2-trifluoromethoxy-benzenesulfonyl)-2,8-diaza-spiro[4.5]decan-1-one). RXN SMILES: C(O[C:4]([C:6]1([CH2:12][CH2:13]OC)[CH2:11][CH2:10][NH:9][CH2:8][CH2:7]1)=[O:5])C.[F:16][C:17]([F:30])([F:29])[O:18][C:19]1[CH:24]=[CH:23][CH:22]=[CH:21][C:20]=1[S:25](Cl)(=[O:27])=[O:26].[CH2:31]([O:35][C:36]1[CH:42]=[CH:41][C:39]([NH2:40])=[CH:38][CH:37]=1)[CH2:32][CH2:33][CH3:34]>>[CH2:31]([O:35][C:36]1[CH:37]=[CH:38][C:39]([N:40]2[CH2:13][CH2:12][C:6]3([CH2:7][CH2:8][N:9]([S:25]([C:20]4[CH:21]=[CH:22][CH:23]=[CH:24][C:19]=4[O:18][C:17]([F:30])([F:29])[F:16])(=[O:27])=[O:26])[CH2:10][CH2:11]3)[C:4]2=[O:5])=[CH:41][CH:42]=1)[CH2:32][CH2:33][CH3:34]. Procedure details: Light brown solid. MS (ESI): 527.18 (MH+). This example was prepared in analogy to example 1 step C) to D) from 4-(2-methoxy-ethyl)-piperidine-4-carboxylic acid ethyl ester (example 1 step B)), 2-trifluoromethoxy-benzenesulfonyl chloride and 4-butoxy-aniline. Reaction SMILES: [Br:1][c:2]1[nH:3][c:4]2[cH:5][c:6]([C:17](=[O:18])[O:19][CH3:20])[cH:7][cH:8][c:9]2[c:10]1[CH:11]1[CH2:12][CH2:13][CH2:14][CH2:15][CH2:16]1.[C:38](=[O:39])([O-:40])[O-:41].[CH2:21]([c:22]1[cH:23][cH:24][cH:25][cH:26][cH:27]1)[O:28][c:29]1[c:30]([B:35]([OH:36])[OH:37])[cH:31][cH:32][cH:33][cH:34]1.[CH3:45][O:46][CH2:47][CH2:48][O:49][CH3:50].[K+:42].[K+:43].[OH2:44].[OH2:51]>>[c:2]1(-[c:30]2[c:29]([O:28][CH2:21][c:22]3[cH:23][cH:24][cH:25][cH:26][cH:27]3)[cH:34][cH:33][cH:32][cH:31]2)[nH:3][c:4]2[cH:5][c:6]([C:17](=[O:18])[O:19][CH3:20])[cH:7][cH:8][c:9]2[c:10]1[CH:11]1[CH2:12][CH2:13][CH2:14][CH2:15][CH2:16]1. Reactants: COC(=O)c1ccc2c(C3CCCCC3)c(Br)[nH]c2c1, O=C([O-])[O-], OB(O)c1ccccc1OCc1ccccc1, COCCOC, [K+], [K+], O, O. Yields the product COC(=O)c1ccc2c(C3CCCCC3)c(-c3ccccc3OCc3ccccc3)[nH]c2c1. Reactants: CN=C=O, CC1NCC1Oc1cccc(C(F)(F)F)c1, C1CCOC1, O. Yields the product CNC(=O)N1CC(Oc2cccc(C(F)(F)F)c2)C1C. RXN SMILES: [CH3:17][N:18]=[C:19]=[O:20].[CH3:1][CH:2]1[NH:3][CH2:4][CH:5]1[O:6][c:7]1[cH:8][c:9]([C:13]([F:14])([F:15])[F:16])[cH:10][cH:11][cH:12]1.[O:22]1[CH2:23][CH2:24][CH2:25][CH2:26]1.[OH2:21]>>[CH3:1][CH:2]1[N:3]([C:19]([NH:18][CH3:17])=[O:20])[CH2:4][CH:5]1[O:6][c:7]1[cH:8][c:9]([C:13]([F:14])([F:15])[F:16])[cH:10][cH:11][cH:12]1. The reactants are Cl (hydrochloric acid), COC(CC1=CC2=CC=C(C=C2C(=C1C)C1=CC=C(C=C1)S(=O)(=O)C)F)=O ([6-fluoro-4-(4-methansulfonyl-phenyl)-3-methyl-naphthalen-2-yl]-acetic acid methyl ester), O.[OH-].[Li+] (lithium hydroxide monohydrate). Solvent: C1CCOC1 (THF), O (water). Run at time 15 hour. Product: FC=1C=C2C(=C(C(=CC2=CC1)CC(=O)O)C)C1=CC=C(C=C1)S(=O)(=O)C ([6-fluoro-4-(4-methansulfonyl-phenyl)-3-methyl-naphthalen-2-yl]-acetic acid). Yield: 87.3%. As a reaction SMILES: C[O:2][C:3](=[O:27])[CH2:4][C:5]1[C:14]([CH3:15])=[C:13]([C:16]2[CH:21]=[CH:20][C:19]([S:22]([CH3:25])(=[O:24])=[O:23])=[CH:18][CH:17]=2)[C:12]2[C:7](=[CH:8][CH:9]=[C:10]([F:26])[CH:11]=2)[CH:6]=1.O.[OH-].[Li+].Cl>C1COCC1.O>[F:26][C:10]1[CH:11]=[C:12]2[C:7](=[CH:8][CH:9]=1)[CH:6]=[C:5]([CH2:4][C:3]([OH:27])=[O:2])[C:14]([CH3:15])=[C:13]2[C:16]1[CH:21]=[CH:20][C:19]([S:22]([CH3:25])(=[O:24])=[O:23])=[CH:18][CH:17]=1 |f:1.2.3|. Reported procedure: To a solution of [6-fluoro-4-(4-methansulfonyl-phenyl)-3-methyl-naphthalen-2-yl]-acetic acid methyl ester (77.7 mg, 0.2 mmol) in THF (10 mL) was added a solution of lithium hydroxide monohydrate (83.92 mg, 2.0 mmol) in water (2 mL) at room temperature. The resulting clear solution was stirred for 15 hours. The reaction mixture was concentrated to remove THF. The residue was diluted with water (˜30 mL) to obtain a clear solution. The basic aqueous layer was acidified with 1.0 N hydrochloric acid....